From a dataset of the Open Reaction Database (ORD), a public repository of structured organic reaction records. describe an organic reaction: reactants, conditions, products, and yield The reactants are BrC1=CC2=C(N(C(=N2)C2=CC=CC=C2)C)C=C1 (5-bromo-1-methyl-2-phenyl-1H-benzimidazole), C1(=CC=CC=C1)C=1C2=CC=CC=C2C(=C2C=CC(=CC12)B(O)O)C1=CC=CC=C1 (9,10-diphenylanthracene-2-boronic acid), aqueous solution, C([O-])([O-])=O.[Na+].[Na+] (sodium carbonate). Reagents/catalysts: C=1C=CC(=CC1)[P](C=2C=CC=CC2)(C=3C=CC=CC3)[Pd]([P](C=4C=CC=CC4)(C=5C=CC=CC5)C=6C=CC=CC6)([P](C=7C=CC=CC7)(C=8C=CC=CC8)C=9C=CC=CC9)[P](C=1C=CC=CC1)(C=1C=CC=CC1)C=1C=CC=CC1 (tetrakis(triphenylphosphine)palladium). The solvent is COCCOC (1,2-dimethoxyethane). Product: C1(=CC=CC=C1)C=1C2=CC=CC=C2C(=C2C=CC(=CC12)C1=CC2=C(N(C(=N2)C2=CC=CC=C2)C)C=C1)C1=CC=CC=C1 (5-(9,10-diphenylanthracen-2-yl)-1-methyl-2-phenyl-1H-benzimidazole). The yield is 76.1%. RXN SMILES: Br[C:2]1[CH:17]=[CH:16][C:5]2[N:6]([CH3:15])[C:7]([C:9]3[CH:14]=[CH:13][CH:12]=[CH:11][CH:10]=3)=[N:8][C:4]=2[CH:3]=1.[C:18]1([C:24]2[C:25]3[C:30]([C:31]([C:41]4[CH:46]=[CH:45][CH:44]=[CH:43][CH:42]=4)=[C:32]4[C:37]=2[CH:36]=[C:35](B(O)O)[CH:34]=[CH:33]4)=[CH:29][CH:28]=[CH:27][CH:26]=3)[CH:23]=[CH:22][CH:21]=[CH:20][CH:19]=1.C(=O)([O-])[O-].[Na+].[Na+]>C1C=CC([P]([Pd]([P](C2C=CC=CC=2)(C2C=CC=CC=2)C2C=CC=CC=2)([P](C2C=CC=CC=2)(C2C=CC=CC=2)C2C=CC=CC=2)[P](C2C=CC=CC=2)(C2C=CC=CC=2)C2C=CC=CC=2)(C2C=CC=CC=2)C2C=CC=CC=2)=CC=1.COCCOC>[C:18]1([C:24]2[C:37]3[C:32]([C:31]([C:41]4[CH:42]=[CH:43][CH:44]=[CH:45][CH:46]=4)=[C:30]4[C:25]=2[CH:26]=[C:27]([C:2]2[CH:17]=[CH:16][C:5]5[N:6]([CH3:15])[C:7]([C:9]6[CH:14]=[CH:13][CH:12]=[CH:11][CH:10]=6)=[N:8][C:4]=5[CH:3]=2)[CH:28]=[CH:29]4)=[CH:33][CH:34]=[CH:35][CH:36]=3)[CH:23]=[CH:22][CH:21]=[CH:20][CH:19]=1 |f:2.3.4,^1:56,58,77,96|. Procedure: 1.4 g (4.9 mmol) of 5-bromo-1-methyl-2-phenyl-1H-benzimidazole, 2.0 g (5.3 mmol) of 9,10-diphenylanthracene-2-boronic acid, and 0.11 g (0.097 mmol) of tetrakis(triphenylphosphine)palladium were dissolved into 20 mL of 1,2-dimethoxyethane. Then, 10 mL of a 2 M aqueous solution of sodium carbonate were added, and the whole was refluxed under heating for 8 hours in an argon atmosphere. After the completion of the reaction, the resultant was filtered, and the resultant solid was washed with water, m... Starting materials: CC(C)(C)OC(=O)Nc1cc(F)c(C#N)cc1[N+](=O)[O-], C1CSCCN1, CS(C)=O. Yields the product CC(C)(C)OC(=O)Nc1cc(N2CCSCC2)c(C#N)cc1[N+](=O)[O-]. As a reaction SMILES: [C:1]([CH3:2])([CH3:3])([CH3:4])[O:5][C:6]([NH:7][c:8]1[c:9]([N+:17](=[O:18])[O-:19])[cH:10][c:11]([C:15]#[N:16])[c:12]([F:14])[cH:13]1)=[O:20].[CH2:21]1[CH2:22][S:23][CH2:24][CH2:25][NH:26]1.[CH3:27][S:28]([CH3:29])=[O:30]>>[C:1]([CH3:2])([CH3:3])([CH3:4])[O:5][C:6]([NH:7][c:8]1[c:9]([N+:17](=[O:18])[O-:19])[cH:10][c:11]([C:15]#[N:16])[c:12]([N:26]2[CH2:21][CH2:22][S:23][CH2:24][CH2:25]2)[cH:13]1)=[O:20]. Reactants: C(C)[BH-](CC)CC.[Li+] (Lithium triethylborohydride), C(C)N(C1=CC=C(C(=N1)NC(=O)NC=1N=C(SC1)C1=CC=NC=C1)C)CC (1-(6-diethylamino-methyl-pyridin-2-yl)-3-(2-pyridin-4-yl-thiazol-4-yl)urea), CCN(C(C)C)C(C)C (DIEA). The solvent is C1CCOC1 (THF). Run at time 6 hour. Yields the product C(C)N(CC)CC1=CC=CC(=N1)NC(=O)NC=1N=C(SC1)C1CCNCC1 (1-(6-Diethylaminomethyl-pyridin-2-yl)-3-(2-piperidin-4-yl-thiazol-4-yl)urea). RXN SMILES: C([BH-](CC)CC)C.[Li+].C(N(CC)[C:12]1[N:17]=[C:16]([NH:18][C:19]([NH:21][C:22]2[N:23]=[C:24]([C:27]3[CH:32]=[CH:31][N:30]=[CH:29][CH:28]=3)[S:25][CH:26]=2)=[O:20])[C:15](C)=[CH:14][CH:13]=1)C.[CH3:36][CH2:37][N:38]([CH:42](C)C)[CH:39](C)[CH3:40]>C1COCC1>[CH2:37]([N:38]([CH2:42][C:12]1[N:17]=[C:16]([NH:18][C:19]([NH:21][C:22]2[N:23]=[C:24]([CH:27]3[CH2:28][CH2:29][NH:30][CH2:31][CH2:32]3)[S:25][CH:26]=2)=[O:20])[CH:15]=[CH:14][CH:13]=1)[CH2:39][CH3:40])[CH3:36] |f:0.1|. Reported procedure: Lithium triethylborohydride (0.84 mL, 0.84 mmol, 1.0 M in THF) was added to a solution of 1-(6-diethylamino-methyl-pyridin-2-yl)-3-(2-pyridin-4-yl-thiazol-4-yl)urea (100 mg, 0.24 mmol, Example 117) and DIEA (63 μL, 0.36 mmol) in THF (5 mL) and the resulting mixture was stirred 6 h at RT. The reaction was quenched via dropwise addition of MeOH and concentrated in vacuo. Purification by preparative HPLC (5-60% CH3CN/H2O) gave a white solid. MS m/z: 389.2 (M+H). Calc'd for C19H28N6OS-388.53. The reactants are CCN=C=NCCCN(C)C, CCN(C(C)C)C(C)C, Cl, O=C(O)c1ccc(-c2cccc(F)c2F)cc1, NCC(=O)N1CCN(C(=O)c2ccccc2C(F)(F)F)CC1, CN(C)C=O, O, On1nnc2ccccc21. Yields the product O=C(NCC(=O)N1CCN(C(=O)c2ccccc2C(F)(F)F)CC1)c1ccc(-c2cccc(F)c2F)cc1. Reaction SMILES: [CH3:43][CH2:44][N:45]=[C:46]=[N:47][CH2:48][CH2:49][CH2:50][N:51]([CH3:52])[CH3:53].[CH:1]([N:2]([CH2:3][CH3:4])[CH:5]([CH3:6])[CH3:7])([CH3:8])[CH3:9].[ClH:10].[F:54][c:55]1[c:56](-[c:62]2[cH:63][cH:64][c:65]([C:68](=[O:69])[OH:70])[cH:66][cH:67]2)[cH:57][cH:58][cH:59][c:60]1[F:61].[NH2:11][CH2:12][C:13](=[O:14])[N:15]1[CH2:16][CH2:17][N:18]([C:21]([c:22]2[c:23]([C:28]([F:29])([F:30])[F:31])[cH:24][cH:25][cH:26][cH:27]2)=[O:32])[CH2:19][CH2:20]1.[O:71]=[CH:72][N:73]([CH3:74])[CH3:75].[OH2:76].[OH:33][n:34]1[c:35]2[c:36]([cH:37][cH:38][cH:39][cH:40]2)[n:41][n:42]1>>[NH:11]([CH2:12][C:13](=[O:14])[N:15]1[CH2:16][CH2:17][N:18]([C:21]([c:22]2[c:23]([C:28]([F:29])([F:30])[F:31])[cH:24][cH:25][cH:26][cH:27]2)=[O:32])[CH2:19][CH2:20]1)[C:68]([c:65]1[cH:64][cH:63][c:62](-[c:56]2[c:55]([F:54])[c:60]([F:61])[cH:59][cH:58][cH:57]2)[cH:67][cH:66]1)=[O:69]. Starting materials: NN1C(C2=CC=CC=C2C(=N1)CC1=CC=CC=C1)=O (2-amino-4-benzylphthalazin-1(2H)-one), ClC1=CC=C(C=C1)CC(=O)O (2-(4-chlorophenyl)acetic acid). Product: C(C1=CC=CC=C1)C1=NN(C(C2=CC=CC=C12)=O)NC(CC1=CC=C(C=C1)Cl)=O (N-(4-benzyl-1-oxophthalazin-2(1H)-yl)-2-(4-chlorophenyl)acetamide). RXN SMILES: [NH2:1][N:2]1[N:11]=[C:10]([CH2:12][C:13]2[CH:18]=[CH:17][CH:16]=[CH:15][CH:14]=2)[C:9]2[C:4](=[CH:5][CH:6]=[CH:7][CH:8]=2)[C:3]1=[O:19].[Cl:20][C:21]1[CH:26]=[CH:25][C:24]([CH2:27][C:28](O)=[O:29])=[CH:23][CH:22]=1>>[CH2:12]([C:10]1[C:9]2[C:4](=[CH:5][CH:6]=[CH:7][CH:8]=2)[C:3](=[O:19])[N:2]([NH:1][C:28](=[O:29])[CH2:27][C:24]2[CH:25]=[CH:26][C:21]([Cl:20])=[CH:22][CH:23]=2)[N:11]=1)[C:13]1[CH:14]=[CH:15][CH:16]=[CH:17][CH:18]=1. Procedure details: The product of Example 139A and 2-(4-chlorophenyl)acetic acid were treated using a method similar to that described in Example 17C to give the title compound. 1H NMR (400 MHz, DMSO-d6) δ ppm 11.64 (s, 1H), 8.30 (dd, J=7.8, 1.5 Hz, 1H), 7.96-7.99 (m, 1H), 7.91 (ddd, J=8.0, 7.2, 1.5 Hz, 1H), 7.85 (ddd, J=7.8, 7.2, 1.4 Hz, 1H), 7.35-7.47 (m, 4H), 7.25-7.33 (m, 4H), 7.16-7.23 (m, 1H), 4.31-4.32 (bs, 2H), 3.71 (s, 2H); LC/MS (APCI) M/Z 404 (M+H)+.